Task: describe an organic reaction: reactants, conditions, products, and yield. Dataset: the Open Reaction Database (ORD), a public repository of structured organic reaction records The reactants are ice, OS(=O)(=O)O.O=S(=O)=O (oleum), [N+](=O)(O)[O-] (HNO3), ClC1=[N+](C=C(C=C1)Cl)[O-] (2,5-dichloro-pyridine 1-oxide). The solvent is OS(=O)(=O)O (H2SO4). Yields the product ClC1=[N+](C=C(C(=C1)[N+](=O)[O-])Cl)[O-] (2,5-dichloro-4-nitro-pyridine 1-oxide). Reaction SMILES: OS(O)(=O)=O.O=S(=O)=O.[N+:10]([O-:13])(O)=[O:11].[Cl:14][C:15]1[CH:20]=[CH:19][C:18]([Cl:21])=[CH:17][N+:16]=1[O-:22]>OS(O)(=O)=O>[Cl:14][C:15]1[CH:20]=[C:19]([N+:10]([O-:13])=[O:11])[C:18]([Cl:21])=[CH:17][N+:16]=1[O-:22] |f:0.1|. Reported procedure: At 0° C., 30% oleum (13 mL) is added slowly to fuming HNO3 (22 mL) and the resulting mixture is added slowly to the solution of 2,5-dichloro-pyridine 1-oxide (5.2 g, 31 mmol) in concentrated H2SO4. After addition, the reaction mixture is warmed to room temperature over 1 hr. then heated to 80° C. for 2 hr. After cooling to room temperature, the mixture is poured into ice (120 g) and precipitate is formed gradually. The solid is collected by filtration and washed with water. The product is obtain... Reactants: Cl (Hydrochloric acid), C(C1=CC=CC=C1)[C@@H]1NC(OC1)=O ((S)-4-benzyl-2-oxazolidinone), C(C)(C)(C)O (t-butyl alcohol), solution, C(CCC)[Li] (n-butyllithium), CCCCCC (hexane), OC1=C2C(OCC2=C(C(=C1CC=C(CCC(=O)Cl)C)OC)C)=O (6-(1,3-dihydro-4-hydroxy-6-methoxy-7-methyl -3-oxoisobenzofuran-5-yl)-4-methyl-4-hexenoyl chloride). The solvent is C(C)(=O)OCC (ethyl acetate), O1CCCC1 (tetrahydrofuran). Reaction conditions: temperature 0 celsius. Product: C(C1=CC=CC=C1)C1N(C(OC1)=O)C(CC\C(=C\CC=1C(=C2C(OCC2=C(C1OC)C)=O)O)\C)=O (4-benzyl-3-[(E) 6-(1,3-dihydro -4-hydroxy-6-methoxy-7-methyl-3-oxoisobenzofuran-5-yl)-4-methyl-4-hexenoyl]-2-oxazolidinone). As a reaction SMILES: [CH2:1]([C@H:8]1[CH2:12][O:11][C:10](=[O:13])[NH:9]1)[C:2]1[CH:7]=[CH:6][CH:5]=[CH:4][CH:3]=1.C(O)(C)(C)C.C([Li])CCC.CCCCCC.[OH:30][C:31]1[C:39]([CH2:40][CH:41]=[C:42]([CH3:48])[CH2:43][CH2:44][C:45](Cl)=[O:46])=[C:38]([O:49][CH3:50])[C:37]([CH3:51])=[C:36]2[C:32]=1[C:33](=[O:52])[O:34][CH2:35]2.Cl>O1CCCC1.C(OCC)(=O)C>[CH2:1]([CH:8]1[CH2:12][O:11][C:10](=[O:13])[N:9]1[C:45](=[O:46])[CH2:44][CH2:43]/[C:42](/[CH3:48])=[CH:41]/[CH2:40][C:39]1[C:31]([OH:30])=[C:32]2[C:36](=[C:37]([CH3:51])[C:38]=1[O:49][CH3:50])[CH2:35][O:34][C:33]2=[O:52])[C:2]1[CH:3]=[CH:4][CH:5]=[CH:6][CH:7]=1. Procedure: A solution of (S)-4-benzyl-2-oxazolidinone (177.4 g, 1 mol) and t-butyl alcohol (74.1 g , 1 mol) in anhydrous tetrahydrofuran (2L) was cooled to -78° C. A 1.6M solution of n-butyllithium in hexane (1280 mL, 2 mol) was added maintaining a temperature below -30° C. After recooling to -78° C. the (E) 6-(1,3-dihydro-4-hydroxy-6-methoxy-7-methyl -3-oxoisobenzofuran-5-yl)-4-methyl-4-hexenoyl chloride solution (1 mol) was added and the mixture was allowed to warm to 0° C. over 2 hours. 2N Hydrochloric ... The reactants are C(=O)(O)C=1C=CC2=C(C=C(O2)C(=O)OCC2=CC=CC=C2)C1 (benzyl 5-carboxybenzofuran-2-carboxylate), [N+](=[N-])=C (diazomethane). The solvent is CCOCC (Et2O), CCOCC (Et2O). Run at time 45 minute. The product is COC(=O)C1=C(OC2=C1C=CC=C2)C(=O)OCC2=CC=CC=C2 (Benzyl Methoxy-carbonylbenzofuran-2-carboxylate). As a reaction SMILES: C([C:4]1[CH:5]=[CH:6][C:7]2[O:11][C:10]([C:12]([O:14][CH2:15][C:16]3[CH:21]=[CH:20][CH:19]=[CH:18][CH:17]=3)=[O:13])=[CH:9][C:8]=2[CH:22]=1)(O)=O.[N+](=C)=[N-]>CCOCC>[CH3:15][O:14][C:12]([C:9]1[C:8]2[CH:22]=[CH:4][CH:5]=[CH:6][C:7]=2[O:11][C:10]=1[C:12]([O:14][CH2:15][C:16]1[CH:17]=[CH:18][CH:19]=[CH:20][CH:21]=1)=[O:13])=[O:13]. Reported procedure: To a solution of the benzyl 5-carboxybenzofuran-2-carboxylate(0.8 g, 2.7 mmol) in Et2O (3 mL) was added a solution of diazomethane in Et2O (8.1 mmol) After stirring at RT for 45 min, argon was bubbled through the solution for 10 minutes. Then, the solution was concentrated in vacuo and was used in the next reaction without further purification (0.144 g, 45%): 1H NMR: The reactants are CN1CCCC1=O, Cc1c[nH]cn1, Nc1cc(F)cc(C(F)(F)F)c1, [H-], [Na+], C1CCOC1. Product: Cc1cn(-c2cc(N)cc(C(F)(F)F)c2)cn1. As a reaction SMILES: [CH3:26][N:27]1[CH2:28][CH2:29][CH2:30][C:31]1=[O:32].[CH3:3][c:4]1[n:5][cH:6][nH:7][cH:8]1.[F:9][c:10]1[cH:11][c:12]([NH2:20])[cH:13][c:14]([C:16]([F:17])([F:18])[F:19])[cH:15]1.[H-:1].[Na+:2].[O:21]1[CH2:22][CH2:23][CH2:24][CH2:25]1>>[CH3:3][c:4]1[n:5][cH:6][n:7](-[c:10]2[cH:11][c:12]([NH2:20])[cH:13][c:14]([C:16]([F:17])([F:18])[F:19])[cH:15]2)[cH:8]1. Reactants: BrCCCCCCCCCC=C (1-bromoundec-10-ene), N (ammonia), C(CC=1C(C(=O)O)=CC=CC1)(=O)O (homophthalic acid), NC(=O)N (urea), [H-].[Na+] (Sodium hydride), C1(CC=2C(C(N1)=O)=CC=CC2)=O (homophthalimide), crude product, C1(CC=2C(C(N1)=O)=CC=CC2)=O (homophthalimide), N-(10,11-Oxidoundecyl)homophthalimide. Solvent: O (water), CS(=O)C (dimethylsulfoxide), CO (methanol). Run at time 20 minute. The product is C(CCCCCCCCC=C)N1C(CC=2C(C1=O)=CC=CC2)=O (N-(10-Undecenyl)homophthalimide). Yield: 35.5%. Reaction SMILES: C(O)(=O)CC1C(=CC=CC=1)C(O)=O.NC(N)=O.N.[C:19]1(=[O:30])[NH:24][C:23](=[O:25])[C:22]2=[CH:26][CH:27]=[CH:28][CH:29]=[C:21]2[CH2:20]1.[H-].[Na+].Br[CH2:34][CH2:35][CH2:36][CH2:37][CH2:38][CH2:39][CH2:40][CH2:41][CH2:42][CH:43]=[CH2:44]>CS(C)=O.O.CO>[CH2:44]([N:24]1[C:23](=[O:25])[C:22]2=[CH:26][CH:27]=[CH:28][CH:29]=[C:21]2[CH2:20][C:19]1=[O:30])[CH2:43][CH2:42][CH2:41][CH2:40][CH2:39][CH2:38][CH2:37][CH2:36][CH:35]=[CH2:34] |f:4.5|. Procedure: This example illustrates a synthesis of N-(10,11-Oxidoundecyl)homophthalimide (inventive compound no. 1114). A mixture of homophthalic acid (54.0 g; 0.3 mole) and finely powdered urea (19.82 g; 0.33 mole) were heated to 175-185° C. until no more ammonia evolves, evidenced by pH paper. The crude product was refluxed with methanol (500 mL) and homophthalimide isolated by filteration (29 g; 60%). Sodium hydride(95%) (576 mg, 24 mmol) was added to a solution of homophthalimide (3.2 g, 20 mmol) in an...